describe an organic reaction: reactants, conditions, products, and yield From a dataset of the Open Reaction Database (ORD), a public repository of structured organic reaction records. The reactants are stainless steel, C(C1=CC=CC=C1)OC=1C=C(C=O)C=CC1OC (3-benzyloxy-4-methoxybenzaldehyde), O (water). Solvent: C(C)(=O)OCC (ethyl acetate). Reaction conditions: time 30 minute. Product: C(C1=CC=CC=C1)OC=1C=C(CO)C=CC1OC (3-benzyloxy-4-methoxybenzyl alcohol), OC=1C=C(CO)C=CC1OC (3-hydroxy-4-methoxybenzyl alcohol). RXN SMILES: [CH2:1]([O:8][C:9]1[CH:10]=[C:11]([CH:14]=[CH:15][C:16]=1[O:17][CH3:18])[CH:12]=[O:13])[C:2]1[CH:7]=[CH:6][CH:5]=[CH:4][CH:3]=1.O>C(OCC)(=O)C>[CH2:1]([O:8][C:9]1[CH:10]=[C:11]([CH:14]=[CH:15][C:16]=1[O:17][CH3:18])[CH2:12][OH:13])[C:2]1[CH:3]=[CH:4][CH:5]=[CH:6][CH:7]=1.[OH:8][C:9]1[CH:10]=[C:11]([CH:14]=[CH:15][C:16]=1[O:17][CH3:18])[CH2:12][OH:13]. Reported procedure: 121.1 mg (0.50 mmol) of 3-benzyloxy-4-methoxybenzaldehyde (7), 270 μL (15 mmol) of distilled water and stainless steel balls (50 pieces) were placed in the vessel of the planetary ball mill, which was then closed, and agitated by operating the planetary ball mill for 12 hours at 800 rpm (reversed every 30 minutes). After the lapse of 12 hours, 10 mL of ethyl acetate was added to the vessel of the ball mill to provide a solution containing the reaction mixture, which was then filtered with celite... As a reaction SMILES: [ClH:26].[NH2:1][c:2]1[n:3][c:4](-[c:20]2[cH:21][cH:22][cH:23][cH:24][cH:25]2)[c:5](-[c:10]2[cH:11][cH:12][c:13](=[O:19])[n:14]([CH:16]([CH3:17])[CH3:18])[cH:15]2)[n:6][c:7]1[O:8][CH3:9].[O:27]1[CH2:28][CH2:29][O:30][CH2:31][CH2:32]1>>[NH2:1][c:2]1[n:3][c:4](-[c:20]2[cH:21][cH:22][cH:23][cH:24][cH:25]2)[c:5](-[c:10]2[cH:11][cH:12][c:13](=[O:19])[n:14]([CH:16]([CH3:17])[CH3:18])[cH:15]2)[n:6][c:7]1[OH:8]. The product is CC(C)n1cc(-c2nc(O)c(N)nc2-c2ccccc2)ccc1=O. The reactants are Cl, COc1nc(-c2ccc(=O)n(C(C)C)c2)c(-c2ccccc2)nc1N, C1COCCO1. Starting materials: BrCCCC1=CC=CC=C1 (1-bromo-3-phenyl propane), C(C1=CC=CC=C1)N1CCC(CC1)=O (1-benzyl-4-piperidone), [NH4+].[Cl-] (NH4Cl), [Li]C(C)(C)C (t-BuLi). Run in CCOCC (ether), CCOCC (ether). Reaction conditions: temperature -20 celsius, time 15 minute. The product is C(C1=CC=CC=C1)N1CCC(CC1)(CCCC1=CC=CC=C1)O (1-Benzyl-4-hydroxy-4-(3-phenylpropyl)piperidine). The yield is 77.3%. RXN SMILES: Br[CH2:2][CH2:3][CH2:4][C:5]1[CH:10]=[CH:9][CH:8]=[CH:7][CH:6]=1.[Li]C(C)(C)C.[CH2:16]([N:23]1[CH2:28][CH2:27][C:26](=[O:29])[CH2:25][CH2:24]1)[C:17]1[CH:22]=[CH:21][CH:20]=[CH:19][CH:18]=1.[NH4+].[Cl-]>CCOCC>[CH2:16]([N:23]1[CH2:28][CH2:27][C:26]([OH:29])([CH2:2][CH2:3][CH2:4][C:5]2[CH:10]=[CH:9][CH:8]=[CH:7][CH:6]=2)[CH2:25][CH2:24]1)[C:17]1[CH:18]=[CH:19][CH:20]=[CH:21][CH:22]=1 |f:3.4|. Procedure: To a solution of 3.8 mL (25 mmol) of 1-bromo-3-phenyl propane in 200 mL of ether at −78° C. was slowly added 30 mL (50 mmol) of t-BuLi (1.7 M in pentane). The reaction mixture was warmed to −20° C. for 15 min, then it was recooled to −78° C. To this reaction mixture was slowly added a solution of 2.61 g (13.8 mmol) of 1-benzyl-4-piperidone in 20 mL of ether. After 15 min, the reaction mixture was poured into, 200 mL of sat'd NH4Cl solution. The reaction mixture was extracted with ethyl acetate a...